From a dataset of the Open Reaction Database (ORD), a public repository of structured organic reaction records. describe an organic reaction: reactants, conditions, products, and yield Product: CCNC(=O)C1OC(OC)C(O)C1O. Reaction SMILES: [CH2:1]([CH3:2])[NH:3][C:4](=[O:5])[CH:6]1[O:7][CH:8]([O:16][CH3:17])[CH:9]2[O:10][C:11]([CH3:14])([CH3:15])[O:12][CH:13]12.[CH3:35][OH:36].[c:18]1([CH3:19])[cH:20][cH:21][c:22]([S:23]([O-:24])(=[O:25])=[O:26])[cH:27][cH:28]1.[nH+:29]1[cH:30][cH:31][cH:32][cH:33][cH:34]1>>[CH2:1]([CH3:2])[NH:3][C:4](=[O:5])[CH:6]1[O:7][CH:8]([O:16][CH3:17])[CH:9]([OH:10])[CH:13]1[OH:12]. Reactants: CCNC(=O)C1OC(OC)C2OC(C)(C)OC12, CO, Cc1ccc(S(=O)(=O)[O-])cc1, c1cc[nH+]cc1. The reactants are OC=1C=C(C=CC1)C(C)=O (1-(3-hydroxyphenyl)ethanone), FC1=C(C=CC=C1)C(CCCCCN1CCC(CC1)C=1C=C(C=CC1)NC(C(C)C)=O)O (N-(3-{1-[6-(2-fluorophenyl)-6-hydroxyhexyl]-4-piperidinyl}phenyl)-2-methylpropanamide). The product is C(C)(=O)C=1C=C(OC(CCCCCN2CCC(CC2)C=2C=C(C=CC2)NC(C(C)C)=O)C2=C(C=CC=C2)F)C=CC1 (N-(3-{1-[6-(3-ACETYLPHENOXY)-6-(2-FLUOROPHENYL)HEXYL]-4-PIPERIDINYL}PHENYL)-2-METHYLPROPANAMIDE). RXN SMILES: [OH:1][C:2]1[CH:3]=[C:4]([C:8](=[O:10])[CH3:9])[CH:5]=[CH:6][CH:7]=1.[F:11][C:12]1[CH:17]=[CH:16][CH:15]=[CH:14][C:13]=1[CH:18](O)[CH2:19][CH2:20][CH2:21][CH2:22][CH2:23][N:24]1[CH2:29][CH2:28][CH:27]([C:30]2[CH:31]=[C:32]([NH:36][C:37](=[O:41])[CH:38]([CH3:40])[CH3:39])[CH:33]=[CH:34][CH:35]=2)[CH2:26][CH2:25]1>>[C:8]([C:4]1[CH:3]=[C:2]([CH:7]=[CH:6][CH:5]=1)[O:1][CH:18]([C:13]1[CH:14]=[CH:15][CH:16]=[CH:17][C:12]=1[F:11])[CH2:19][CH2:20][CH2:21][CH2:22][CH2:23][N:24]1[CH2:25][CH2:26][CH:27]([C:30]2[CH:31]=[C:32]([NH:36][C:37](=[O:41])[CH:38]([CH3:40])[CH3:39])[CH:33]=[CH:34][CH:35]=2)[CH2:28][CH2:29]1)(=[O:10])[CH3:9]. Procedure: Prepared by Procedure A and Scheme AN using 1-(3-hydroxyphenyl)ethanone and N-(3-{1-[6-(2-fluorophenyl)-6-hydroxyhexyl]-4-piperidinyl}phenyl)-2-methylpropanamide: ESMS m/e: 559.5 (M+H)+. Reactants: BrC=1C=CC2=C(C=3N=C(SC3CCO2)C(=O)NN)C1 (9-bromo-4,5-dihydro-6-oxa-3-thia-1-aza-benzo[e]azulene-2-carboxylic acid hydrazide), C1(=CC=C(C=C1)S(=O)(=O)O)C (p-toluenesulfonic acid), C(C)OCC (diethyl ether). Solvent: C(OC)(OC)OC (trimethyl orthoformate). Conditions: temperature 100 celsius. Product: BrC=1C=CC2=C(C=3N=C(SC3CCO2)C=2OC=NN2)C1 (9-bromo-2-[1,3,4]oxadiazol-2-yl-4,5-dihydro-6-oxa-3-thia-1-aza-benzo[e]azulene). Reaction SMILES: [Br:1][C:2]1[CH:3]=[CH:4][C:5]2[O:14][CH2:13][CH2:12][C:11]3[S:10][C:9]([C:15]([NH:17][NH2:18])=[O:16])=[N:8][C:7]=3[C:6]=2[CH:19]=1.[C:20]1(C)C=CC(S(O)(=O)=O)=CC=1.C(OCC)C>C(OC)(OC)OC>[Br:1][C:2]1[CH:3]=[CH:4][C:5]2[O:14][CH2:13][CH2:12][C:11]3[S:10][C:9]([C:15]4[O:16][CH:20]=[N:18][N:17]=4)=[N:8][C:7]=3[C:6]=2[CH:19]=1. Procedure details: To a solution of 9-bromo-4,5-dihydro-6-oxa-3-thia-1-aza-benzo[e]azulene-2-carboxylic acid hydrazide (400 mg) in trimethyl orthoformate (10 mL) was added p-toluenesulfonic acid (100 mg) and the reaction heated at 100° C. for 16 h. After cooling to room temperature, the solvent was reduced in vacuo and diethyl ether (10 mL) was added. The resulting solid was filtered and air-dried to give 9-bromo-2-[1,3,4]oxadiazol-2-yl-4,5-dihydro-6-oxa-3-thia-1-aza-benzo[e]azulene. Starting materials: [Al+3], CCOC(=O)c1ccc2c(c1)N=C(CC)CC2=O, C1CCOC1, CCOC(C)=O, [H-], [H-], [H-], [H-], [Li+], O. The product is CCC1=Nc2cc(CO)ccc2C(=O)C1. As a reaction SMILES: [Al+3:2].[C:7](=[O:8])([O:9][CH2:10][CH3:11])[c:12]1[cH:13][cH:14][c:15]2[c:20]([cH:21]1)[N:19]=[C:18]([CH2:22][CH3:23])[CH2:17][C:16]2=[O:24].[CH2:32]1[O:33][CH2:34][CH2:35][CH2:36]1.[CH3:26][CH2:27][O:28][C:29](=[O:30])[CH3:31].[H-:1].[H-:4].[H-:5].[H-:6].[Li+:3].[OH2:25]>>[CH2:7]([OH:8])[c:12]1[cH:13][cH:14][c:15]2[c:20]([cH:21]1)[N:19]=[C:18]([CH2:22][CH3:23])[CH2:17][C:16]2=[O:24]. Run at time 24 hour. Procedure details: 1-Cyclohexyl-4-oxo-4,5-dihydroimidazo[1,5-a]quinoxaline-8-carboxyic acid as synthesized in Example 103, 6.23 g, N,O-dimethylhydroxyamine hydrochloride 2.15 g, 1-(3-dimethylaminopropyl)-3-ethylcarbodiimide hydrochloride 5.75 g, 1-hydroxybenzotriazole monohydrate 3.97 g, acetonitrile 51 mL and N,N-diisopropylethylamine 7.3 mL were mixed and stirred for 24 hours. The reaction liquid was poured in saturated aqueous sodium hydrogencarbonate solution and extracted with tetrahydrofuran and ethyl acetat... RXN SMILES: [CH:1]1([C:7]2[N:11]3[C:12]4[C:17]([NH:18][C:19](=[O:20])[C:10]3=[CH:9][N:8]=2)=[CH:16][CH:15]=[C:14]([C:21](O)=[O:22])[CH:13]=4)[CH2:6][CH2:5][CH2:4][CH2:3][CH2:2]1.Cl.[CH3:25][NH:26][O:27][CH3:28].Cl.CN(C)CCCN=C=NCC.O.ON1C2C=CC=CC=2N=N1.C(N(CC)C(C)C)(C)C>C(=O)([O-])O.[Na+].C(#N)C>[CH:1]1([C:7]2[N:11]3[C:12]4[C:17]([NH:18][C:19](=[O:20])[C:10]3=[CH:9][N:8]=2)=[CH:16][CH:15]=[C:14]([C:21]([N:26]([CH3:25])[O:27][CH3:28])=[O:22])[CH:13]=4)[CH2:2][CH2:3][CH2:4][CH2:5][CH2:6]1 |f:1.2,3.4,5.6,8.9|. The reactants are C1(CCCCC1)C1=NC=C2N1C1=CC(=CC=C1NC2=O)C(=O)O (1-Cyclohexyl-4-oxo-4,5-dihydroimidazo[1,5-a]quinoxaline-8-carboxyic acid), Cl.CNOC (N,O-dimethylhydroxyamine hydrochloride), Cl.CN(CCCN=C=NCC)C (1-(3-dimethylaminopropyl)-3-ethylcarbodiimide hydrochloride), O.ON1N=NC2=C1C=CC=C2 (1-hydroxybenzotriazole monohydrate), C(C)(C)N(C(C)C)CC (N,N-diisopropylethylamine). The solvent is C(O)([O-])=O.[Na+] (sodium hydrogencarbonate), C(C)#N (acetonitrile). Product: C1(CCCCC1)C1=NC=C2N1C1=CC(=CC=C1NC2=O)C(=O)N(OC)C (1-Cyclohexyl-N,O-dimethyl-4-oxo-4,5-dihydroimidazo[1,5-a]-quinoxaline-8-hydroxamic acid).